This data is from the Open Reaction Database (ORD), a public repository of structured organic reaction records. The task is: describe an organic reaction: reactants, conditions, products, and yield Starting materials: COC(=O)c1ccc(CCCc2cc(Br)ccc2OCc2ccccc2)cc1, N#C[Cu], CN(C)C=O, O. Product: COC(=O)c1ccc(CCCc2cc(C#N)ccc2OCc2ccccc2)cc1. RXN SMILES: [CH2:1]([c:2]1[cH:3][cH:4][cH:5][cH:6][cH:7]1)[O:8][c:9]1[c:10]([CH2:16][CH2:17][CH2:18][c:19]2[cH:20][cH:21][c:22]([C:23](=[O:24])[O:25][CH3:26])[cH:27][cH:28]2)[cH:11][c:12]([Br:15])[cH:13][cH:14]1.[Cu:29][C:30]#[N:31].[O:33]=[CH:34][N:35]([CH3:36])[CH3:37].[OH2:32]>>[CH2:1]([c:2]1[cH:3][cH:4][cH:5][cH:6][cH:7]1)[O:8][c:9]1[c:10]([CH2:16][CH2:17][CH2:18][c:19]2[cH:20][cH:21][c:22]([C:23](=[O:24])[O:25][CH3:26])[cH:27][cH:28]2)[cH:11][c:12]([C:30]#[N:31])[cH:13][cH:14]1. Starting materials: Cl (hydrochloric acid), C(=O)(O)CNCP(OCC)(OCC)=O (diethyl N-carboxymethyl-aminomethyl-phosphonate). Product: P(=O)(O)(O)CNCC(=O)O (N-phosphonomethyl-glycine). Isolated yield 62.7%. As a reaction SMILES: Cl.[C:2]([CH2:5][NH:6][CH2:7][P:8](=[O:15])([O:12]CC)[O:9]CC)([OH:4])=[O:3]>>[P:8]([CH2:7][NH:6][CH2:5][C:2]([OH:4])=[O:3])([OH:15])([OH:12])=[O:9]. Reported procedure: 60 ml. of concentrated hydrochloric acid are added to 11.25 g. (0.05 moles) of diethyl N-carboxymethyl-aminomethyl-phosphonate, and the mixture is boiled for 2 hours. The reaction mixture is concentrated to one-fourth volume under a pressure of 80 to 100 mmHg., and the residue is triturated with 60 ml. of ethanol. The solid substance is filtered when cold, dissolved in 15 to 20 ml. of hot water, the solution is decolorized, cooled, and the product is precipitated with 45 ml. of acetone. 5.3-5.7 ... Starting materials: OCCCOC1=CC2=C(CN(CCS2(=O)=O)C2=NC3=CC=CC=C3C(=C2)NC(OC(C)(C)C)=O)C=C1 (tert-butyl {2-[8-(3-hydroxypropoxy)-1,1-dioxido-2,3-dihydro-1,4-benzothiazepin-4(5H)-yl]quinolin-4-yl}carbamate), crude product, FC(C(=O)O)(F)F (trifluoroacetic acid). Yields the product NC1=CC(=NC2=CC=CC=C12)N1CCS(C2=C(C1)C=CC(=C2)OCCCO)(=O)=O (3-{[4-(4-Aminoquinolin-2-yl)-1,1-dioxido-2,3,4,5-tetrahydro-1,4-benzothiazepin-8-yl]oxy}propan-1-ol). Yield: 4.9%. Solvent: ClCCl (dichloromethane), O (water). Reaction SMILES: [OH:1][CH2:2][CH2:3][CH2:4][O:5][C:6]1[CH:36]=[CH:35][C:9]2[CH2:10][N:11]([C:17]3[CH:26]=[C:25]([NH:27]C(=O)OC(C)(C)C)[C:24]4[C:19](=[CH:20][CH:21]=[CH:22][CH:23]=4)[N:18]=3)[CH2:12][CH2:13][S:14](=[O:16])(=[O:15])[C:8]=2[CH:7]=1.FC(F)(F)C(O)=O>ClCCl.O>[NH2:27][C:25]1[C:24]2[C:19](=[CH:20][CH:21]=[CH:22][CH:23]=2)[N:18]=[C:17]([N:11]2[CH2:10][C:9]3[CH:35]=[CH:36][C:6]([O:5][CH2:4][CH2:3][CH2:2][OH:1])=[CH:7][C:8]=3[S:14](=[O:15])(=[O:16])[CH2:13][CH2:12]2)[CH:26]=1. Procedure details: A mixture solution of tert-butyl {2-[8-(3-hydroxypropoxy)-1,1-dioxido-2,3-dihydro-1,4-benzothiazepin-4(5H)-yl]quinolin-4-yl}carbamate (359.1 mg, the crude product of the above step) and trifluoroacetic acid (1.0 mL) in dichloromethane (2.0 mL) was stirred at room temperature for 6 hours. The reaction mixture was diluted with water (10 mL) and extracted with ethyl acetate (100 mL). The organic layer was washed with brine (50 mL×2), dried over anhydrous sodium sulfate and concentrated in vacuo. Th...